Dataset: the Open Reaction Database (ORD), a public repository of structured organic reaction records. Task: describe an organic reaction: reactants, conditions, products, and yield Starting materials: CCN=C=NCCCN(C)C, Cl, [N-]=[N+]=NCc1ccccc1CC(=O)O, CC1(C)SC2C(N)C(=O)N2C1c1nnn[nH]1, [Na+], C1CCOC1, [OH-], O. Yields the product CC1(C)SC2C(NC(=O)Cc3ccccc3CN=[N+]=[N-])C(=O)N2C1c1nnn[nH]1. RXN SMILES: [CH3:34][N:35]([CH3:36])[CH2:37][CH2:38][CH2:39][N:40]=[C:41]=[N:42][CH2:43][CH3:44].[ClH:33].[N:19](=[N+:20]=[N-:21])[CH2:22][c:23]1[c:24]([CH2:29][C:30](=[O:31])[OH:32])[cH:25][cH:26][cH:27][cH:28]1.[NH2:1][CH:2]1[CH:3]2[N:4]([CH:5]([c:10]3[n:11][n:12][n:13][nH:14]3)[C:6]([CH3:8])([CH3:9])[S:7]2)[C:15]1=[O:16].[Na+:18].[O:46]1[CH2:47][CH2:48][CH2:49][CH2:50]1.[OH-:17].[OH2:45]>>[NH:1]([CH:2]1[CH:3]2[N:4]([CH:5]([c:10]3[nH:11][n:12][n:13][n:14]3)[C:6]([CH3:8])([CH3:9])[S:7]2)[C:15]1=[O:16])[C:30]([CH2:29][c:24]1[c:23]([CH2:22][N:19]=[N+:20]=[N-:21])[cH:28][cH:27][cH:26][cH:25]1)=[O:31]. Procedure: A solution of 0.48 g of (2S,4S,5R)-4-Isopropyl-5-[4-methoxy-3-(3-methoxy-propoxy)-phenyl]-pyrrolidine-1,2-dicarboxylic acid 1-tert-butyl ester 2-ethyl ester VIIIa in 10 mL of tetrahydrofuran is cooled to 0° C. and a tetrahydrofuran solution of lithium borohydride (1.0 mL of a 2.0M solution) is added dropwise within 30 minutes. The mixture is stirred for a further 2 hours at 0° C. and quenched by addition of 0.2 mL of glacial acetic acid in 10 mL of tetrahydrofuran. The mixture is diluted with 20... RXN SMILES: CC[O:3][C:4]([C@@H:6]1[CH2:10][C@@H:9]([CH:11]([CH3:13])[CH3:12])[C@H:8]([C:14]2[CH:19]=[CH:18][C:17]([O:20][CH3:21])=[C:16]([O:22][CH2:23][CH2:24][CH2:25][O:26][CH3:27])[CH:15]=2)[N:7]1[C:28]([O:30][C:31]([CH3:34])([CH3:33])[CH3:32])=[O:29])=O.[BH4-].[Li+]>O1CCCC1>[C:31]([O:30][C:28]([N:7]1[C@H:6]([CH2:4][OH:3])[CH2:10][C@@H:9]([CH:11]([CH3:13])[CH3:12])[C@@H:8]1[C:14]1[CH:19]=[CH:18][C:17]([O:20][CH3:21])=[C:16]([O:22][CH2:23][CH2:24][CH2:25][O:26][CH3:27])[CH:15]=1)=[O:29])([CH3:34])([CH3:33])[CH3:32] |f:1.2|. Conditions: temperature 0 celsius, time 2 hour. Reactants: CCOC(=O)[C@H]1N([C@H]([C@@H](C1)C(C)C)C1=CC(=C(C=C1)OC)OCCCOC)C(=O)OC(C)(C)C ((2S,4S,5R)-4-Isopropyl-5-[4-methoxy-3-(3-methoxy-propoxy)-phenyl]-pyrrolidine-1,2-dicarboxylic acid 1-tert-butyl ester 2-ethyl ester), [BH4-].[Li+] (lithium borohydride), solution. Product: C(C)(C)(C)OC(=O)N1[C@H]([C@@H](C[C@H]1CO)C(C)C)C1=CC(=C(C=C1)OC)OCCCOC ((2R,3S,5S)-5-Hydroxymethyl-3-isopropyl-2-[4-methoxy-3-(3-methoxy-propoxy)-phenyl]-pyrrolidine-1-carboxylic acid tert-butyl ester). The solvent is O1CCCC1 (tetrahydrofuran), O1CCCC1 (tetrahydrofuran). The reactants are CC(=O)N1CCc2ccc(S(=O)(=O)Cl)cc2CC1, O=C([O-])O, CI, [Na+], [Na+], [Na+], C1CCOC1, O, O=S([O-])[O-]. The product is CC(=O)N1CCc2ccc(S(C)(=O)=O)cc2CC1. Reaction SMILES: [C:12]([CH3:13])(=[O:14])[N:15]1[CH2:16][CH2:17][c:18]2[c:19]([cH:22][cH:23][c:24]([S:26](=[O:27])(=[O:28])[Cl:29])[cH:25]2)[CH2:20][CH2:21]1.[C:7](=[O:8])([O-:9])[OH:10].[CH3:30][I:31].[Na+:11].[Na+:5].[Na+:6].[O:33]1[CH2:34][CH2:35][CH2:36][CH2:37]1.[OH2:32].[S:1]([O-:2])([O-:3])=[O:4]>>[CH3:7][S:26]([c:24]1[cH:23][cH:22][c:19]2[c:18]([cH:25]1)[CH2:17][CH2:16][N:15]([C:12]([CH3:13])=[O:14])[CH2:21][CH2:20]2)(=[O:27])=[O:28]. The product is CN1Cc2c(Cl)cc(Cl)cc2C(c2cccc(S(=O)(=O)NCCOCCN)c2)C1. Starting materials: O=C([O-])[O-], CN1Cc2c(Cl)cc(Cl)cc2C(c2cccc(S(=O)(=O)Cl)c2)C1, Cl, Cl, [K+], [K+], NCCOCCN, CN(C)C=O, O. As a reaction SMILES: [C:10](=[O:11])([O-:12])[O-:13].[Cl:16][c:17]1[cH:18][c:19]2[c:24]([c:25]([Cl:27])[cH:26]1)[CH2:23][N:22]([CH3:28])[CH2:21][CH:20]2[c:29]1[cH:30][c:31]([S:35](=[O:36])(=[O:37])[Cl:38])[cH:32][cH:33][cH:34]1.[ClH:1].[ClH:2].[K+:14].[K+:15].[NH2:3][CH2:4][CH2:5][O:6][CH2:7][CH2:8][NH2:9].[O:39]=[CH:40][N:41]([CH3:42])[CH3:43].[OH2:44]>>[NH2:3][CH2:4][CH2:5][O:6][CH2:7][CH2:8][NH:9][S:35]([c:31]1[cH:30][c:29]([CH:20]2[c:19]3[cH:18][c:17]([Cl:16])[cH:26][c:25]([Cl:27])[c:24]3[CH2:23][N:22]([CH3:28])[CH2:21]2)[cH:34][cH:33][cH:32]1)(=[O:36])=[O:37]. Reactants: O=C([O-])O, COc1ccc(C2(CCS(C)(=O)=O)CCN(C(=O)c3cc(OC)c(OC)c(OC)c3)C2)cc1OC, ClCCl, O=C(c1nc2ccccc2n1Cc1ccc(F)cc1)C1CCNCC1, [Na+], C1CCOC1, O. Product: COc1ccc(C2(CCN3CCC(C(=O)c4nc5ccccc5n4Cc4ccc(F)cc4)CC3)CCN(C(=O)c3cc(OC)c(OC)c(OC)c3)C2)cc1OC. RXN SMILES: [C:61](=[O:62])([OH:63])[O-:64].[CH3:1][O:2][c:3]1[cH:4][c:5]([C:6](=[O:7])[N:8]2[CH2:9][C:10]([CH2:13][CH2:14][S:15]([CH3:16])(=[O:17])=[O:18])([c:19]3[cH:20][c:21]([O:27][CH3:28])[c:22]([O:25][CH3:26])[cH:23][cH:24]3)[CH2:11][CH2:12]2)[cH:29][c:30]([O:34][CH3:35])[c:31]1[O:32][CH3:33].[Cl:66][CH2:67][Cl:68].[F:36][c:37]1[cH:38][cH:39][c:40]([CH2:41][n:42]2[c:43]([C:51](=[O:52])[CH:53]3[CH2:54][CH2:55][NH:56][CH2:57][CH2:58]3)[n:44][c:45]3[c:46]2[cH:47][cH:48][cH:49][cH:50]3)[cH:59][cH:60]1.[Na+:65].[O:70]1[CH2:71][CH2:72][CH2:73][CH2:74]1.[OH2:69]>>[CH3:1][O:2][c:3]1[cH:4][c:5]([C:6](=[O:7])[N:8]2[CH2:9][C:10]([CH2:13][CH2:14][N:56]3[CH2:55][CH2:54][CH:53]([C:51]([c:43]4[n:42]([CH2:41][c:40]5[cH:39][cH:38][c:37]([F:36])[cH:60][cH:59]5)[c:46]5[c:45]([n:44]4)[cH:50][cH:49][cH:48][cH:47]5)=[O:52])[CH2:58][CH2:57]3)([c:19]3[cH:20][c:21]([O:27][CH3:28])[c:22]([O:25][CH3:26])[cH:23][cH:24]3)[CH2:11][CH2:12]2)[cH:29][c:30]([O:34][CH3:35])[c:31]1[O:32][CH3:33].